Dataset: the Open Reaction Database (ORD), a public repository of structured organic reaction records. Task: describe an organic reaction: reactants, conditions, products, and yield Starting materials: BrC=1C=C2N(N=CC(=C2N[C@@H]2CN(C[C@]2(C)F)C(=O)C2(CC2)C#N)C(=O)N)C1 (6-bromo-4-(((3R,4S)-1-(1-cyanocyclopropanecarbonyl)-4-fluoro-4-methylpyrrolidin-3-yl)amino)pyrrolo[1,2-b]pyridazine-3-carboxamide), CN1N=CC(=C1)B1OC(C(O1)(C)C)(C)C (1-methyl-4-(4,4,5,5-tetramethyl-1,3,2-dioxaborolan-2-yl)-1H-pyrazole), aqueous solution, [O-]P(=O)([O-])[O-].[K+].[K+].[K+] (potassium phosphate tribasic). The reagents and catalysts are C1=CC=C(C=C1)P([C-]2C=CC=C2)C3=CC=CC=C3.C1=CC=C(C=C1)P([C-]2C=CC=C2)C3=CC=CC=C3.Cl[Pd]Cl.[Fe+2] (PdCl2(dppf)). Run in CN(C=O)C (N,N-dimethylformamide). Run at temperature 90 celsius, time 25 minute. The product is C(#N)C1(CC1)C(=O)N1C[C@H]([C@@](C1)(C)F)NC=1C=2N(N=CC1C(=O)N)C=C(C2)C=2C=NN(C2)C (4-(((3R,4S)-1-(1-cyanocyclopropanecarbonyl)-4-fluoro-4-methylpyrrolidin-3-yl)amino)-6-(1-methyl-1H-pyrazol-4-yl)pyrrolo[1,2-b]pyridazine-3-carboxamide). Isolated yield 51.2%. Reaction SMILES: Br[C:2]1[CH:3]=[C:4]2[C:9]([NH:10][C@H:11]3[C@:15]([F:17])([CH3:16])[CH2:14][N:13]([C:18]([C:20]4([C:23]#[N:24])[CH2:22][CH2:21]4)=[O:19])[CH2:12]3)=[C:8]([C:25]([NH2:27])=[O:26])[CH:7]=[N:6][N:5]2[CH:28]=1.[CH3:29][N:30]1[CH:34]=[C:33](B2OC(C)(C)C(C)(C)O2)[CH:32]=[N:31]1.[O-]P([O-])([O-])=O.[K+].[K+].[K+]>CN(C)C=O.C1C=CC(P(C2C=CC=CC=2)[C-]2C=CC=C2)=CC=1.C1C=CC(P(C2C=CC=CC=2)[C-]2C=CC=C2)=CC=1.Cl[Pd]Cl.[Fe+2]>[C:23]([C:20]1([C:18]([N:13]2[CH2:14][C@@:15]([F:17])([CH3:16])[C@H:11]([NH:10][C:9]3[C:4]4[N:5]([CH:28]=[C:2]([C:33]5[CH:32]=[N:31][N:30]([CH3:29])[CH:34]=5)[CH:3]=4)[N:6]=[CH:7][C:8]=3[C:25]([NH2:27])=[O:26])[CH2:12]2)=[O:19])[CH2:21][CH2:22]1)#[N:24] |f:2.3.4.5,7.8.9.10|. Reported procedure: A mixture of 6-bromo-4-(((3R,4S)-1-(1-cyanocyclopropanecarbonyl)-4-fluoro-4-methylpyrrolidin-3-yl)amino)pyrrolo[1,2-b]pyridazine-3-carboxamide (16 mg, 0.036 mmol), 1-methyl-4-(4,4,5,5-tetramethyl-1,3,2-dioxaborolan-2-yl)-1H-pyrazole (14.82 mg, 0.071 mmol), PdCl2(dppf) (2.61 mg, 3.56 mmol) and 2.0 M aqueous solution of potassium phosphate tribasic (0.071 mL, 0.142 mmol) in N,N-dimethylformamide (1 mL) was deoxygenated by bubbling N2 through the mixture for 5 min and heated to 90° C. under N2 for ...